Dataset: the Open Reaction Database (ORD), a public repository of structured organic reaction records. Task: describe an organic reaction: reactants, conditions, products, and yield Starting materials: C(C)(=O)NC(C(=O)OCC)(CC1=CC(NC2=CC=CC=C12)=O)C(=O)O (ethy 2-acetamido-2-carboxy-3-(2-quinolon-4-yl)propionate), Cl (hydrochloric acid). Yields the product O.Cl.NC(C(=O)O)CC1=CC(NC2=CC=CC=C12)=O (2-amino-3-(2-quinolon-4-yl)propionic acid hydrochloride hydrate). As a reaction SMILES: C([NH:4][C:5](C(O)=O)([CH2:11][C:12]1[C:21]2[C:16](=[CH:17][CH:18]=[CH:19][CH:20]=2)[NH:15][C:14](=[O:22])[CH:13]=1)[C:6]([O:8]CC)=[O:7])(=[O:3])C.[ClH:26]>>[OH2:3].[ClH:26].[NH2:4][CH:5]([CH2:11][C:12]1[C:21]2[C:16](=[CH:17][CH:18]=[CH:19][CH:20]=2)[NH:15][C:14](=[O:22])[CH:13]=1)[C:6]([OH:8])=[O:7] |f:2.3.4|. Procedure details: To 5 g of ethy 2-acetamido-2-carboxy-3-(2-quinolon-4-yl)propionate was added 150 ml of 20%-hydrochloric acid and the mixture was refluxed for 9 hours. The reaction mixture was concentrated under a reduced pressure, the residue was recrystallized from ethanon-water to obtain 3.2 g of 2-amino-3-(2-quinolon-4-yl)propionic acid hydrochloride hydrate in the form of folorless prism-like crystals. Yields the product ClC1=CC=C(C2=C1CCNCC2)C(=O)O (9-chloro-2,3,4,5-tetrahydro-1H-3-benzazepine-6-carboxylic acid). Procedure: A solution of 9-chloro-2,3,4,5-tetrahydro-3-methyl-1H-3-benzazepine-6-carbonitrile, prepared as in Example 12, (1.5 g, 6.8 mmol) in ethanol (25 ml) was treated with barium hydroxide octahydrate (2.6 g, 8.1 mmol) and water (25 ml) and heated to reflux for 94 hours. The mixture was cooled, diluted with water, ethanol and methanol, saturated with carbon dioxide and filtered. The filtrate was treated with Dry Ice to pH 5-6 and filtered. The filtrate was concentrated and extracted with ethyl acetate-... Solvent: C(C)O (ethanol), O (water), C(C)O (ethanol), CO (methanol), C(=O)=O (carbon dioxide), O (water). Reactants: ClC1=CC=C(C2=C1CCN(CC2)C)C#N (9-chloro-2,3,4,5-tetrahydro-3-methyl-1H-3-benzazepine-6-carbonitrile), O.O.O.O.O.O.O.O.[OH-].[Ba+2].[OH-] (barium hydroxide octahydrate). Reaction SMILES: [Cl:1][C:2]1[C:7]2[CH2:8][CH2:9][N:10](C)[CH2:11][CH2:12][C:6]=2[C:5]([C:14]#N)=[CH:4][CH:3]=1.[OH2:16].[OH2:17].O.O.O.O.O.O.[OH-].[Ba+2].[OH-]>C(O)C.O.CO.C(=O)=O>[Cl:1][C:2]1[C:7]2[CH2:8][CH2:9][NH:10][CH2:11][CH2:12][C:6]=2[C:5]([C:14]([OH:17])=[O:16])=[CH:4][CH:3]=1 |f:1.2.3.4.5.6.7.8.9.10.11|. Reactants: NCC1CN(CCO1)CC1=CC=C(C=C1)F (2-aminomethyl-4-(p-fluorobenzyl)morpholine), CN=C=O (methyl isocyanate). Product: FC1=CC=C(CN2CC(OCC2)CNC(=O)NC)C=C1 (1-[4-(p-Fluorobenzyl)-2-morpholinylmethyl]-3-methylurea). Yield: 65.0%. Reaction SMILES: [NH2:1][CH2:2][CH:3]1[O:8][CH2:7][CH2:6][N:5]([CH2:9][C:10]2[CH:15]=[CH:14][C:13]([F:16])=[CH:12][CH:11]=2)[CH2:4]1.[CH3:17][N:18]=[C:19]=[O:20]>>[F:16][C:13]1[CH:14]=[CH:15][C:10]([CH2:9][N:5]2[CH2:6][CH2:7][O:8][CH:3]([CH2:2][NH:1][C:19]([NH:18][CH3:17])=[O:20])[CH2:4]2)=[CH:11][CH:12]=1. Reported procedure: This compound was synthesized from 2-aminomethyl-4-(p-fluorobenzyl)morpholine and methyl isocyanate according to the same procedure as in Example 21. Yield=65%. Reactants: CC1=CC=C(C=C1)C1=NC(=CC(=C1)C(=O)OC)C(=C)C (methyl 2-(4-methylphenyl)-6-(prop-1-en-2-yl)pyridine-4-carboxylate), cobalt(II)mesotetraphenylporphine, C(=O)(O)[O-].[Na+] (NaHCO3), [BH4-].C(C)[N+](CC)(CC)CC (tetraethylammonium borohydride). Run in CO (methanol), COCCOC (DME), O (water). Conditions: time 30 minute. Yields the product OC(C)(C)C1=NC(=CC(=C1)C(=O)OC)C1=CC=C(C=C1)C (Methyl 2-(2-hydroxypropan-2-yl)-6-(4-methylphenyl)pyridine-4-carboxylate). As a reaction SMILES: [CH3:1][C:2]1[CH:7]=[CH:6][C:5]([C:8]2[CH:13]=[C:12]([C:14]([O:16][CH3:17])=[O:15])[CH:11]=[C:10]([C:18]([CH3:20])=[CH2:19])[N:9]=2)=[CH:4][CH:3]=1.[BH4-].C([N+](CC)(CC)CC)C.C([O-])(O)=[O:32].[Na+]>CO.COCCOC.O>[OH:32][C:18]([C:10]1[CH:11]=[C:12]([C:14]([O:16][CH3:17])=[O:15])[CH:13]=[C:8]([C:5]2[CH:6]=[CH:7][C:2]([CH3:1])=[CH:3][CH:4]=2)[N:9]=1)([CH3:20])[CH3:19] |f:1.2,3.4|. Reported procedure: To a solution of methyl 2-(4-methylphenyl)-6-(prop-1-en-2-yl)pyridine-4-carboxylate (191 mg, 0.71 mmol) in methanol (3.6 mL) and DME (3.6 mL) was added cobalt(II)mesotetraphenylporphine (2.4 mg, 3.6 mop. After 30 min, tetraethylammonium borohydride (170 mg, 1.17 mmol) was added in 3 portions over 1 h. Saturated aqueous NaHCO3 was added. The mixture was diluted with water and extracted with ethyl acetate (3×). The combined organic extracts were washed with brine, dried over magnesium sulfate, fil... The product is CN1C(CN2C(N=C(C=C21)OCC=2C=CC(=C(C#N)C2)OC2=CC(=CC=C2)C(F)(F)F)=O)C (5-(((1,2-dimethyl-5-oxo-1,2,3,5-tetrahydroimidazo[1,2-c]pyrimidin-7-yl)oxy)methyl)-2-(3-(trifluoromethyl)phenoxy)benzonitrile). As a reaction SMILES: Cl[C:2]1[CH:3]=[C:4]2[N:11]([CH3:12])[CH:10]([CH3:13])[CH2:9][N:5]2[C:6](=[O:8])[N:7]=1.[OH:14][CH2:15][C:16]1[CH:17]=[CH:18][C:19]([O:24][C:25]2[CH:30]=[CH:29][CH:28]=[C:27]([C:31]([F:34])([F:33])[F:32])[CH:26]=2)=[C:20]([CH:23]=1)[C:21]#[N:22]>>[CH3:12][N:11]1[C:4]2[N:5]([C:6](=[O:8])[N:7]=[C:2]([O:14][CH2:15][C:16]3[CH:17]=[CH:18][C:19]([O:24][C:25]4[CH:30]=[CH:29][CH:28]=[C:27]([C:31]([F:32])([F:33])[F:34])[CH:26]=4)=[C:20]([CH:23]=3)[C:21]#[N:22])[CH:3]=2)[CH2:9][CH:10]1[CH3:13]. Procedure: The title compound was prepared by a procedure similar to that described for E1 starting from 7-chloro-1,2-dimethyl-2,3-dihydroimidazo[1,2-c]pyrimidin-5(1H)-one and 5-(hydroxymethyl)-2-(3-(trifluoromethyl)phenoxy)benzonitrile. Reactants: E1, ClC=1C=C2N(C(N1)=O)CC(N2C)C (7-chloro-1,2-dimethyl-2,3-dihydroimidazo[1,2-c]pyrimidin-5(1H)-one), OCC=1C=CC(=C(C#N)C1)OC1=CC(=CC=C1)C(F)(F)F (5-(hydroxymethyl)-2-(3-(trifluoromethyl)phenoxy)benzonitrile). Yields the product O=C1Nc2ccc([N+](=O)[O-])cc2CCO1. As a reaction SMILES: [OH:13][N+:14]([O-:15])=[O:16].[S:17](=[O:18])(=[O:19])([OH:20])[OH:21].[cH:1]1[cH:2][cH:3][cH:4][c:5]2[c:6]1[CH2:7][CH2:8][O:9][C:10](=[O:12])[NH:11]2>>[cH:1]1[c:2]([N+:14](=[O:13])[O-:15])[cH:3][cH:4][c:5]2[c:6]1[CH2:7][CH2:8][O:9][C:10](=[O:12])[NH:11]2. Starting materials: O=[N+]([O-])O, O=S(=O)(O)O, O=C1Nc2ccccc2CCO1. Reactants: C(CC(O)(C(=O)[O-])CC(=O)[O-])(=O)[O-] (citrate), O=C(CC(=O)O)CC(=O)O (3-oxoglutaric acid), [U] (uranium). The product is C(CC(O)(C(=O)[O-])CC(=O)[O-])(=O)[O-].[U+6].C(CC(O)(C(=O)[O-])CC(=O)[O-])(=O)[O-] (Uranium Citrate). As a reaction SMILES: [C:1]([O-:13])(=[O:12])[CH2:2][C:3]([CH2:8][C:9]([O-:11])=[O:10])([C:5]([O-:7])=[O:6])[OH:4].O=C(CC(O)=O)CC(O)=O.[U:24]>>[C:1]([O-:13])(=[O:12])[CH2:2][C:3]([CH2:8][C:9]([O-:11])=[O:10])([C:5]([O-:7])=[O:6])[OH:4].[U+6:24].[C:1]([O-:13])(=[O:12])[CH2:2][C:3]([CH2:8][C:9]([O-:11])=[O:10])([C:5]([O-:7])=[O:6])[OH:4] |f:3.4.5|. Procedure details: A 5.0 mM 1:1 uranium:citrate complex was prepared by combining equimolar amounts of citric acid and uranyl nitrate in deionized water. The pH of the sample was adjusted to 6.0 with 1N NAOH and the ionic strength to 0.1M with KCl. One hundred milliliters of the sample was transferred to 125 ml acid washed serum bottles and was incubated under 60 watt high output growth lights (Westinghouse, cool white #F24T12) at 25° C. Aerobic sample bottles were fitted with cotton plugs whereas the anaerobic sa...